This data is from the Open Reaction Database (ORD), a public repository of structured organic reaction records. The task is: describe an organic reaction: reactants, conditions, products, and yield Reactants: ice water, C1(CC1)N1C=C(C(C2=CC(=C(C(=C12)O)F)F)=O)C(=O)OCC (ethyl 1-cyclopropyl-6,7-difluoro-1,4-dihydro-8-hydroxy-4-oxoquinoline-3-carboxylate), IC(C)C (2-Iodopropane), C(=O)([O-])[O-].[K+].[K+] (K2CO3). The solvent is CN(C)C=O (DMF). Yields the product C1(CC1)N1C=C(C(C2=CC(=C(C(=C12)OC(C)C)F)F)=O)C(=O)OCC (ethyl 1-cyclopropyl-6,7-difluoro-1,4-dihydro-8-isopropoxy-4-oxoquinoline-3-carboxylate). Isolated yield 48.8%. Reaction SMILES: [CH:1]1([N:4]2[C:13]3[C:8](=[CH:9][C:10]([F:16])=[C:11]([F:15])[C:12]=3[OH:14])[C:7](=[O:17])[C:6]([C:18]([O:20][CH2:21][CH3:22])=[O:19])=[CH:5]2)[CH2:3][CH2:2]1.I[CH:24]([CH3:26])[CH3:25].C([O-])([O-])=O.[K+].[K+]>CN(C=O)C>[CH:1]1([N:4]2[C:13]3[C:8](=[CH:9][C:10]([F:16])=[C:11]([F:15])[C:12]=3[O:14][CH:24]([CH3:26])[CH3:25])[C:7](=[O:17])[C:6]([C:18]([O:20][CH2:21][CH3:22])=[O:19])=[CH:5]2)[CH2:2][CH2:3]1 |f:2.3.4|. Reported procedure: A solution of ethyl 1-cyclopropyl-6,7-difluoro-1,4-dihydro-8-hydroxy-4-oxoquinoline-3-carboxylate (1.10 g, 3.56 mmol), 2-Iodopropane (0.534 mL, 5.34 mmol) and K2CO3 (738 mg, 5.34 mmol) in DMF (10 mL) was stirred at room temperature for 1 h and at 70° C. for 3 h. After cooled to room temperature, the reaction mixture was poured into ice-water and the resulting precipitate was collected by filtration, washed with water and dried to yield ethyl 1-cyclopropyl-6,7-difluoro-1,4-dihydro-8-isopropoxy-4-... The reactants are C1(=CC=CC=C1)C (toluene), CN(C=O)C (dimethylformamide), N (ammonia), Cl.ClCCN(C)C(CC1=CC=CC=C1)Cl (N-(2-chloroethyl)-N-methyl-α-chloro-β-phenylethylamine hydrochloride), C1(=CC=CC=C1)C (toluene). The reagents and catalysts are [Br-].C(CCC)[N+](CCCC)(CCCC)CCCC (tetrabutylammonium bromide). Run in [OH-].[Na+] (sodium hydroxide), [OH-].[Na+] (sodium hydroxide), [OH-].[Na+] (sodium hydroxide), [OH-].[Na+] (sodium hydroxide). Conditions: time 2 hour. Yields the product CN1CC(NCC1)C1=CC=CC=C1 (1-methyl-3-phenylpiperazine). Isolated yield 58.7%. Reaction SMILES: C1(C)C=CC=CC=1.C[N:9](C)C=O.N.Cl.Cl[CH2:16][CH2:17][N:18]([CH:20](Cl)[CH2:21][C:22]1[CH:27]=[CH:26][CH:25]=[CH:24][CH:23]=1)[CH3:19]>[Br-].C([N+](CCCC)(CCCC)CCCC)CCC.[OH-].[Na+]>[CH3:19][N:18]1[CH2:17][CH2:16][NH:9][CH:21]([C:22]2[CH:27]=[CH:26][CH:25]=[CH:24][CH:23]=2)[CH2:20]1 |f:3.4,5.6,7.8|. Reported procedure: A reactor was charged with 515 kg of toluene, 1320 kg of dimethylformamide, 41 kg of tetrabutylammonium bromide and 1392 kg of a 28% aqueous ammonia. A slurry mixture of 524.3 kg (pure content: 409.9 kg) of the wet crystals of N-(2-chloroethyl)-N-methyl-α-chloro-β-phenylethylamine hydrochloride obtained in Example 9 and 519.2 kg of toluene was introduced thereinto. A vessel in which the slurry mixture had been placed was washed with 178 kg of toluene, and the washing liquid was introduced into t... The reactants are COC(=O)c1cccc(C=CC(=O)O)c1, [Na+], [Na+], O=C([O-])[O-], O. The product is COC(=O)c1cccc(CCC(=O)O)c1. As a reaction SMILES: [CH3:1][O:2][C:3](=[O:4])[c:5]1[cH:6][c:7]([CH:8]=[CH:9][C:10](=[O:11])[OH:12])[cH:13][cH:14][cH:15]1.[Na+:16].[Na+:17].[O-:18][C:19](=[O:20])[O-:21].[OH2:22]>>[CH3:1][O:2][C:3](=[O:4])[c:5]1[cH:6][c:7]([CH2:8][CH2:9][C:10](=[O:11])[OH:12])[cH:13][cH:14][cH:15]1. Reported procedure: To a solution of 3-methyl-isoxazol-5-ylamine in THF was added LiHMDS at −78° C., then the solution was stirred for 15 minutes, and 4′-(cyclopropylmethyl)-2-(methylsulfinyl)-4,5′-bipyrimidin-2′-amine (5-2) in THF was added to the reaction mixture. The reaction was warmed to rt and stirred for 1 hour. The reaction mixture was quenched with saturated ammonium chloride, extracted with ethyl acetate, dried over anhydrous sodium sulfate, and evaporated to give a crude product which was further purifie... Run in C1CCOC1 (THF), C1CCOC1 (THF). The reactants are CC1=NOC(=C1)N (3-methyl-isoxazol-5-ylamine), [Li+].C[Si](C)(C)[N-][Si](C)(C)C (LiHMDS), C1(CC1)CC1=NC(=NC=C1C1=NC(=NC=C1)S(=O)C)N (4′-(cyclopropylmethyl)-2-(methylsulfinyl)-4,5′-bipyrimidin-2′-amine). As a reaction SMILES: [CH3:1][C:2]1[CH:6]=[C:5]([NH2:7])[O:4][N:3]=1.[Li+].C[Si]([N-][Si](C)(C)C)(C)C.[CH:18]1([CH2:21][C:22]2[C:27]([C:28]3[CH:33]=[CH:32][N:31]=[C:30](S(C)=O)[N:29]=3)=[CH:26][N:25]=[C:24]([NH2:37])[N:23]=2)[CH2:20][CH2:19]1>C1COCC1>[CH:18]1([CH2:21][C:22]2[C:27]([C:28]3[CH:33]=[CH:32][N:31]=[C:30]([NH:7][C:5]4[O:4][N:3]=[C:2]([CH3:1])[CH:6]=4)[N:29]=3)=[CH:26][N:25]=[C:24]([NH2:37])[N:23]=2)[CH2:19][CH2:20]1 |f:1.2|. Run at time 15 minute. Product: C1(CC1)CC1=NC(=NC=C1C1=NC(=NC=C1)NC1=CC(=NO1)C)N (4′-Cyclopropylmethyl-N2-(3-methyl-isoxazol-5-yl)-[4,5′]bipyrimidinyl-2,2′-diamine). Reactants: CC(=O)Oc1ccc(C(=O)c2ccc(C=O)cc2)cc1, Cc1cccc2nc(C)n(C)c(=O)c12, CC(=O)OC(C)=O. Product: CC(=O)Oc1ccc(C(=O)c2ccc(C=Cc3nc4cccc(C)c4c(=O)n3C)cc2)cc1. RXN SMILES: [C:15]([CH3:16])(=[O:17])[O:18][c:19]1[cH:20][cH:21][c:22]([C:23](=[O:24])[c:25]2[cH:26][cH:27][c:28]([CH:29]=[O:30])[cH:31][cH:32]2)[cH:33][cH:34]1.[CH3:1][c:2]1[n:3][c:4]2[cH:5][cH:6][cH:7][c:8]([CH3:14])[c:9]2[c:10](=[O:13])[n:11]1[CH3:12].[CH3:35][C:36]([O:37][C:38](=[O:39])[CH3:40])=[O:41]>>[CH:1]([c:2]1[n:3][c:4]2[cH:5][cH:6][cH:7][c:8]([CH3:14])[c:9]2[c:10](=[O:13])[n:11]1[CH3:12])=[CH:29][c:28]1[cH:27][cH:26][c:25]([C:23]([c:22]2[cH:21][cH:20][c:19]([O:18][C:15]([CH3:16])=[O:17])[cH:34][cH:33]2)=[O:24])[cH:32][cH:31]1. The reactants are COC(=O)C=Cc1ccc(C(=O)O)cc1, CO. Yields the product COC(=O)CCc1ccc(C(=O)O)cc1. As a reaction SMILES: [C:1](=[O:2])([OH:3])[c:4]1[cH:5][cH:6][c:7]([CH:8]=[CH:9][C:10](=[O:11])[O:12][CH3:13])[cH:14][cH:15]1.[CH3:16][OH:17]>>[C:1](=[O:2])([OH:3])[c:4]1[cH:5][cH:6][c:7]([CH2:8][CH2:9][C:10](=[O:11])[O:12][CH3:13])[cH:14][cH:15]1. Reaction SMILES: [CH2:1]([c:2]1[cH:3][cH:4][cH:5][cH:6][cH:7]1)[O:8][c:9]1[c:10]([N:24]2[CH2:25][C:26](=[O:37])[N:27]([CH2:31][CH2:32][Si:33]([CH3:34])([CH3:35])[CH3:36])[S:28]2(=[O:29])=[O:30])[cH:11][cH:12][c:13]([CH2:15][c:16]2[n:17][cH:18][cH:19][c:20]([CH2:22][CH3:23])[cH:21]2)[cH:14]1.[O:38]=[CH:39][N:40]([CH3:41])[CH3:42]>>[CH2:1]([c:2]1[cH:3][cH:4][cH:5][cH:6][cH:7]1)[O:8][c:9]1[c:10]([N:24]2[CH2:25][C:26](=[O:37])[NH:27][S:28]2(=[O:29])=[O:30])[cH:11][cH:12][c:13]([CH2:15][c:16]2[n:17][cH:18][cH:19][c:20]([CH2:22][CH3:23])[cH:21]2)[cH:14]1. Yields the product CCc1ccnc(Cc2ccc(N3CC(=O)NS3(=O)=O)c(OCc3ccccc3)c2)c1. Starting materials: CCc1ccnc(Cc2ccc(N3CC(=O)N(CC[Si](C)(C)C)S3(=O)=O)c(OCc3ccccc3)c2)c1, CN(C)C=O.